The task is: describe an organic reaction: reactants, conditions, products, and yield. This data is from the Open Reaction Database (ORD), a public repository of structured organic reaction records. Reactants: C1(=CC=CC=C1)P(C1=CC=CC=C1)C1=CC=CC=C1 (triphenylphosphine), C1(CCCC1)C/C=C(/C(=O)O)\C1=CC=C(C=C1)S(=O)(=O)C ((E)-4-cyclopentyl-2-(4-methanesulfonyl-phenyl)-but-2-enoic acid), NC=1SC=CN1 (2-aminothiazole), BrN1C(CCC1=O)=O (N-bromosuccinimide). The solvent is C(Cl)Cl (methylene chloride), C(Cl)Cl (methylene chloride). Run at temperature 0 celsius, time 30 minute. Yields the product hexanes ethyl acetate, S1C(=NC=C1)NC(\C(=C\CC1CCCC1)\C1=CC=C(C=C1)S(=O)(=O)C)=O ((E)-4-cyclopentyl-2-(4-methanesulfonyl-phenyl)-but-2-enoic acid thiazol-2-ylamide). Isolated yield 34.8%. RXN SMILES: C1(P(C2C=CC=CC=2)C2C=CC=CC=2)C=CC=CC=1.BrN1C(=O)CCC1=O.[CH:28]1([CH2:33]/[CH:34]=[C:35](\[C:39]2[CH:44]=[CH:43][C:42]([S:45]([CH3:48])(=[O:47])=[O:46])=[CH:41][CH:40]=2)/[C:36]([OH:38])=O)[CH2:32][CH2:31][CH2:30][CH2:29]1.[NH2:49][C:50]1[S:51][CH:52]=[CH:53][N:54]=1>C(Cl)Cl>[S:51]1[CH:52]=[CH:53][N:54]=[C:50]1[NH:49][C:36](=[O:38])/[C:35](/[C:39]1[CH:44]=[CH:43][C:42]([S:45]([CH3:48])(=[O:47])=[O:46])=[CH:41][CH:40]=1)=[CH:34]/[CH2:33][CH:28]1[CH2:29][CH2:30][CH2:31][CH2:32]1. Procedure: A solution of triphenylphosphine (672 mg, 2.56 mmol) in methylene chloride (7.5 mL) was cooled to 0° C. and then treated with N-bromosuccinimide (456 mg, 2.56 mmol). The reaction mixture was stirred at 0° C. for 30 min and then treated with a solution of (E)-4-cyclopentyl-2-(4-methanesulfonyl-phenyl)-but-2-enoic acid (545.5 mg, 1.47 mmol) in methylene chloride (4 mL). The clear solution was stirred for 10 min at 0° C. and then allowed to warm to 25° C. where it was stirred for 1 h. The reaction ... The reactants are ClC(Cl)(OC(OC(Cl)(Cl)Cl)=O)Cl (triphosgene), COC=1C=C2C(=CC=NC2=CC1OC)OC1=C(C=C(N)C=C1)C (4-[(6,7-Dimethoxy-4-quinolyl)oxy]-3-methylaniline), C(C)(C)N(CC)C(C)C (diisopropylethylamine), NC=1SC(=NN1)C (2-amino-5-methyl-1,3,4-thiadiazole). The solvent is C(Cl)(Cl)Cl (chloroform), O (water), C(Cl)(Cl)Cl (chloroform). Conditions: time 15 minute. Product: COC=1C=C2C(=CC=NC2=CC1OC)OC1=C(C=C(C=C1)NC(=O)NC=1SC(=NN1)C)C (N-{4-[(6,7-Dimethoxy-4-quinolyl)oxy]-3-methylphenyl}-N′-(5-methyl-1,3,4-thiadiazol-2-yl)urea). Isolated yield 39.9%. RXN SMILES: [CH3:1][O:2][C:3]1[CH:4]=[C:5]2[C:10](=[CH:11][C:12]=1[O:13][CH3:14])[N:9]=[CH:8][CH:7]=[C:6]2[O:15][C:16]1[CH:22]=[CH:21][C:19]([NH2:20])=[CH:18][C:17]=1[CH3:23].C(N(C(C)C)CC)(C)C.ClC(Cl)(O[C:37](=[O:43])OC(Cl)(Cl)Cl)Cl.[NH2:45][C:46]1[S:47][C:48]([CH3:51])=[N:49][N:50]=1>C(Cl)(Cl)Cl.O>[CH3:1][O:2][C:3]1[CH:4]=[C:5]2[C:10](=[CH:11][C:12]=1[O:13][CH3:14])[N:9]=[CH:8][CH:7]=[C:6]2[O:15][C:16]1[CH:22]=[CH:21][C:19]([NH:20][C:37]([NH:45][C:46]2[S:47][C:48]([CH3:51])=[N:49][N:50]=2)=[O:43])=[CH:18][C:17]=1[CH3:23]. Reported procedure: 4-[(6,7-Dimethoxy-4-quinolyl)oxy]-3-methylaniline (100 mg) was dissolved in chloroform (5 ml) and diisopropylethylamine (0.5 ml) to prepare a solution. A solution of triphosgene (100 mg) in chloroform was then added to the solution, and the mixture was stirred at room temperature for 15 min. Next, 2-amino-5-methyl-1,3,4-thiadiazole (49 mg) was added thereto, and the mixture was further stirred at room temperature overnight. Distilled water was added to the reaction solution, and the mixture was ... The reactants are ClC1=CC=C(C=C1)S (4-chlorothiophenol), NC(CO)(C)C (2-amino-2-methylpropanol), C1(=CC=CC=C1)C (toluene), C(CC)(=O)O (propionic acid). The solvent is ClCCl (dichloromethane). Product: ClC1=CC=C(C=C1)SCC(C)(C)NC(CC)=O (N-[2-(4-chlorophenylthio)-1,1-dimethylethyl]propionamide). As a reaction SMILES: [Cl:1][C:2]1[CH:7]=[CH:6][C:5]([SH:8])=[CH:4][CH:3]=1.[NH2:9][C:10]([CH3:14])([CH3:13])[CH2:11]O.C1(C)C=CC=CC=1.[C:22](O)(=[O:25])[CH2:23][CH3:24]>ClCCl>[Cl:1][C:2]1[CH:7]=[CH:6][C:5]([S:8][CH2:11][C:10]([NH:9][C:22](=[O:25])[CH2:23][CH3:24])([CH3:14])[CH3:13])=[CH:4][CH:3]=1. Reported procedure: A solution of 4-chlorothiophenol (64.8 g), 2-amino-2-methylpropanol (39.8 g) and toluene (160 ml) was treated with propionic acid (33.2 g) and the mixture boiled under reflux for 24 hours, collecting the water formed using a Dean and Stark apparatus. The mixture was dissolved in dichloromethane, washed with saturated sodium bicarbonate solution, dilute sodium hydroxide solution and then water. The organic layer was dried, filtered and evaporated to give an oil which was dried under high vacuum a...